Dataset: the Open Reaction Database (ORD), a public repository of structured organic reaction records. Task: describe an organic reaction: reactants, conditions, products, and yield Starting materials: ClC1=C(CN2CCCC2)C=CC(=C1)[N+](=O)[O-] (1-(2-chloro-4-nitro-benzyl)-pyrrolidine). Reagents/catalysts: [Ni] (Raney nickel). The solvent is CO (MeOH). Product: ClC=1C=C(C=CC1CN1CCCC1)N (3-chloro-4-pyrrolidin-1-ylmethyl-phenylamine). RXN SMILES: [Cl:1][C:2]1[CH:13]=[C:12]([N+:14]([O-])=O)[CH:11]=[CH:10][C:3]=1[CH2:4][N:5]1[CH2:9][CH2:8][CH2:7][CH2:6]1>[Ni].CO>[Cl:1][C:2]1[CH:13]=[C:12]([NH2:14])[CH:11]=[CH:10][C:3]=1[CH2:4][N:5]1[CH2:6][CH2:7][CH2:8][CH2:9]1. Procedure details: A suspension of 1.00 g (4.155 mmol) 1-(2-chloro-4-nitro-benzyl)-pyrrolidine (140a) and 100 mg Raney nickel in 30 mL MeOH were hydrogenated at RT and 10 psi. The catalyst was filtered off and the filtrate evaporated down i. vac. The reactants are OC1C(CCCC1)=O (2-hydroxycyclohexanone), C(C)(S)S (ethane dithiol), C1(=CC=C(C=C1)S(=O)(=O)O)C (p-toluenesulphonic acid). The product is S1CCSC2=C1CCCC2 (5,6,7,8-tetrahydro-1,4-benzodithian). Isolated yield 75.1%. RXN SMILES: OC1CCCCC1=O.[CH:9](S)([SH:11])[CH3:10].[C:13]1(C)[CH:18]=[CH:17][C:16]([S:19](O)(=O)=O)=[CH:15][CH:14]=1>>[S:19]1[C:16]2[CH2:17][CH2:18][CH2:13][CH2:14][C:15]=2[S:11][CH2:9][CH2:10]1. Procedure: The method of Example 4 was used, using 2-hydroxycyclohexanone (10 g), ethane dithiol (8.3 g) and p-toluenesulphonic acid to give 5,6,7,8-tetrahydro-1,4-benzodithian as a brownish oil (not distilled), yield 75.1%. NMR (CDCl3) 3.14 δ, 1.5-2.3 δ (two overlapping complex multiplets).